From a dataset of the Open Reaction Database (ORD), a public repository of structured organic reaction records. describe an organic reaction: reactants, conditions, products, and yield Starting materials: ClC=1C=C2NC(C(=NC2=CC1N1C=C(C=C1)CNC(=O)NC1=CC=C(C=C1)C(=O)OCC)C(=O)OCC)=O (Ethyl 6-Chloro-3,4-dihydro-7-(3-(((4-ethoxycarbonylphenyl)aminocarbonylamino)methyl)pyrrole-1-yl)-3-oxoquinoxaline-2-carboxylate), aqueous solution, [OH-].[K+] (potassium hydroxide). Run in C(C)O (ethanol). Yields the product C(=O)(O)C1=CC=C(C=C1)NC(=O)NCC1=CN(C=C1)C1=C(C=C2NC(C(=NC2=C1)C(=O)O)=O)Cl (7-(3-(((4-Carboxyphenyl)aminocarbonylamino)methyl)pyrrole-1-yl)-6-chloro-3,4-dihydro-3-oxoquinoxaline-2-carboxylic Acid). As a reaction SMILES: [Cl:1][C:2]1[CH:3]=[C:4]2[C:9](=[CH:10][C:11]=1[N:12]1[CH:16]=[CH:15][C:14]([CH2:17][NH:18][C:19]([NH:21][C:22]3[CH:27]=[CH:26][C:25]([C:28]([O:30]CC)=[O:29])=[CH:24][CH:23]=3)=[O:20])=[CH:13]1)[N:8]=[C:7]([C:33]([O:35]CC)=[O:34])[C:6](=[O:38])[NH:5]2.[OH-].[K+]>C(O)C>[C:28]([C:25]1[CH:24]=[CH:23][C:22]([NH:21][C:19]([NH:18][CH2:17][C:14]2[CH:15]=[CH:16][N:12]([C:11]3[CH:10]=[C:9]4[C:4]([NH:5][C:6](=[O:38])[C:7]([C:33]([OH:35])=[O:34])=[N:8]4)=[CH:3][C:2]=3[Cl:1])[CH:13]=2)=[O:20])=[CH:27][CH:26]=1)([OH:30])=[O:29] |f:1.2|. Reported procedure: To a solution of the compound (25.4 mg, 47.2 μmol) of Example 6 in ethanol (2 ml) was added 1 mol/L aqueous solution of potassium hydroxide (189 μl, 189 μmol), and the mixture was refluxed for 1.5 hours. After cooling, solvent was distilled off. The residue was dissolved into a small quantity of water, which was brought to pH2 using 4 mol/L hydrochloric acid. RXN SMILES: [Br:1][C:2]1[N:6]2[CH:7]=[CH:8][CH:9]=[C:10]([O:11][CH2:12][C:13]3[C:18]([Cl:19])=[CH:17][CH:16]=[C:15]([NH:20][C:21](=[O:23])[CH3:22])[C:14]=3[Cl:24])[C:5]2=[N:4][C:3]=1[CH3:25].[H-].[Na+].Br[CH2:29][C:30]([O:32]CC)=[O:31].O>CN(C)C=O.C(O)C.[OH-].[Na+]>[Br:1][C:2]1[N:6]2[CH:7]=[CH:8][CH:9]=[C:10]([O:11][CH2:12][C:13]3[C:18]([Cl:19])=[CH:17][CH:16]=[C:15]([N:20]([CH2:29][C:30]([OH:32])=[O:31])[C:21](=[O:23])[CH3:22])[C:14]=3[Cl:24])[C:5]2=[N:4][C:3]=1[CH3:25] |f:1.2,7.8|. Starting materials: BrC1=C(N=C2N1C=CC=C2OCC2=C(C(=CC=C2Cl)NC(C)=O)Cl)C (3-bromo-8-(2,6-dichloro-3-acetylaminobenzyloxy)-2-methylimidazo[1,2-a]pyridine), [H-].[Na+] (sodium hydride), O (water), BrCC(=O)OCC (ethyl bromoacetate). Product: BrC1=C(N=C2N1C=CC=C2OCC2=C(C(=CC=C2Cl)N(C(C)=O)CC(=O)O)Cl)C (3-bromo-8-[2,6-dichloro-3-(N-carboxymethyl-N-acetylamino)benzyloxy]-2-methylimidazo[1,2-a]pyridine). Yield: 59.7%. The solvent is CN(C=O)C (N,N-dimethylformamide), C(C)O (ethanol), [OH-].[Na+] (sodium hydroxide). Procedure: To a solution of 3-bromo-8-(2,6-dichloro-3-acetylaminobenzyloxy)-2-methylimidazo[1,2-a]pyridine (222 mg) in N,N-dimethylformamide (2 ml) was added sodium hydride (24 mg, 60% oil dispersion) at ambient temperature. The mixture was stirred for half an hour at the same temperature and then ethyl bromoacetate (100 mg) was added thereto in one portion. The mixture was stirred for 2 hours at the same temperature and poured into water. The separated oil was extracted with dichloromethane. The extract w...